Dataset: the Open Reaction Database (ORD), a public repository of structured organic reaction records. Task: describe an organic reaction: reactants, conditions, products, and yield Starting materials: CC(C)(C)OC(=O)NC1CCCCC1Nc1cc(Cl)c(Br)cc1C#N, O=C([O-])[O-], C1COCCO1, CB1OB(C)OB(C)O1, [K+], [K+], O, c1ccc(P(c2ccccc2)(c2ccccc2)[Pd](P(c2ccccc2)(c2ccccc2)c2ccccc2)(P(c2ccccc2)(c2ccccc2)c2ccccc2)P(c2ccccc2)(c2ccccc2)c2ccccc2)cc1. Yields the product Cc1cc(C#N)c(NC2CCCCC2NC(=O)OC(C)(C)C)cc1Cl. As a reaction SMILES: [Br:1][c:2]1[cH:3][c:4]([C:24]#[N:25])[c:5]([NH:9][CH:10]2[CH:11]([NH:16][C:17]([O:18][C:19]([CH3:20])([CH3:21])[CH3:22])=[O:23])[CH2:12][CH2:13][CH2:14][CH2:15]2)[cH:6][c:7]1[Cl:8].[C:35](=[O:36])([O-:37])[O-:38].[CH2:41]1[O:42][CH2:43][CH2:44][O:45][CH2:46]1.[CH3:26][B:27]1[O:28][B:29]([CH3:30])[O:31][B:32]([CH3:33])[O:34]1.[K+:39].[K+:40].[OH2:124].[cH:47]1[cH:48][cH:49][c:50]([P:51]([Pd:52]([P:53]([c:54]2[cH:55][cH:56][cH:57][cH:58][cH:59]2)([c:60]2[cH:61][cH:62][cH:63][cH:64][cH:65]2)[c:66]2[cH:67][cH:68][cH:69][cH:70][cH:71]2)([P:72]([c:73]2[cH:74][cH:75][cH:76][cH:77][cH:78]2)([c:79]2[cH:80][cH:81][cH:82][cH:83][cH:84]2)[c:85]2[cH:86][cH:87][cH:88][cH:89][cH:90]2)[P:91]([c:92]2[cH:93][cH:94][cH:95][cH:96][cH:97]2)([c:98]2[cH:99][cH:100][cH:101][cH:102][cH:103]2)[c:104]2[cH:105][cH:106][cH:107][cH:108][cH:109]2)([c:110]2[cH:111][cH:112][cH:113][cH:114][cH:115]2)[c:116]2[cH:117][cH:118][cH:119][cH:120][cH:121]2)[cH:122][cH:123]1>>[c:2]1([CH3:26])[cH:3][c:4]([C:24]#[N:25])[c:5]([NH:9][CH:10]2[CH:11]([NH:16][C:17]([O:18][C:19]([CH3:20])([CH3:21])[CH3:22])=[O:23])[CH2:12][CH2:13][CH2:14][CH2:15]2)[cH:6][c:7]1[Cl:8].